This data is from the Open Reaction Database (ORD), a public repository of structured organic reaction records. The task is: describe an organic reaction: reactants, conditions, products, and yield RXN SMILES: [Br:25][N:26]1[C:27](=[O:28])[CH2:29][CH2:30][C:31]1=[O:32].[C:1]([c:2]1[cH:3][cH:4][cH:5][cH:6][cH:7]1)(=[O:8])[O:9][c:10]1[c:11]([C:21](=[O:22])[O:23][CH3:24])[n:12][c:13]2[n:14]([c:15]1=[O:16])[CH2:17][CH2:18][CH2:19][CH2:20]2.[C:33]([O:34][O:35][C:36](=[O:37])[c:38]1[cH:39][cH:40][cH:41][cH:42][cH:43]1)(=[O:44])[c:45]1[cH:46][cH:47][cH:48][cH:49][cH:50]1.[C:51]([Cl:52])([Cl:53])([Cl:54])[Cl:55]>>[C:1]([c:2]1[cH:3][cH:4][cH:5][cH:6][cH:7]1)(=[O:8])[O:9][c:10]1[c:11]([C:21](=[O:22])[O:23][CH3:24])[n:12][c:13]2[n:14]([c:15]1=[O:16])[CH2:17][CH2:18][CH2:19][CH:20]2[Br:25]. Starting materials: O=C1CCC(=O)N1Br, COC(=O)c1nc2n(c(=O)c1OC(=O)c1ccccc1)CCCC2, O=C(OOC(=O)c1ccccc1)c1ccccc1, ClC(Cl)(Cl)Cl. Product: COC(=O)c1nc2n(c(=O)c1OC(=O)c1ccccc1)CCCC2Br. The reactants are ClC1=C(C(=O)O)C=CC=C1Cl (2,3-dichlorobenzoic acid), FC1(CCC(CC1)C(CN)C=1C=NC(=NC1)C)F (2-(4,4-difluorocyclohexyl)-2-(2-methylpyrimidin-5-yl)ethanamine). The product is ClC1=C(C(=O)NCC(C=2C=NC(=NC2)C)C2CCC(CC2)(F)F)C=CC=C1Cl (2,3-dichloro-N-(2-(4,4-difluorocyclohexyl)-2-(2-methylpyrimidin-5-yl)ethyl)benzamide). As a reaction SMILES: [Cl:1][C:2]1[C:10]([Cl:11])=[CH:9][CH:8]=[CH:7][C:3]=1[C:4]([OH:6])=O.[F:12][C:13]1([F:29])[CH2:18][CH2:17][CH:16]([CH:19]([C:22]2[CH:23]=[N:24][C:25]([CH3:28])=[N:26][CH:27]=2)[CH2:20][NH2:21])[CH2:15][CH2:14]1>>[Cl:1][C:2]1[C:10]([Cl:11])=[CH:9][CH:8]=[CH:7][C:3]=1[C:4]([NH:21][CH2:20][CH:19]([CH:16]1[CH2:17][CH2:18][C:13]([F:29])([F:12])[CH2:14][CH2:15]1)[C:22]1[CH:23]=[N:24][C:25]([CH3:28])=[N:26][CH:27]=1)=[O:6]. Procedure: From 2,3-dichlorobenzoic acid and 2-(4,4-difluorocyclohexyl)-2-(2-methylpyrimidin-5-yl)ethanamine. LCMS (MH+): m/z=428.1, tR (minutes, Method G)=2.04 Starting materials: [Al+3], O=C([O-])O, CCOC(C)=O, [H-], [H-], [H-], [H-], [Li+], [Na+], CC1(c2cccc(NS(C)(=O)=O)c2)C2CN(C(=O)CCc3ccc4c(c3)OCO4)CC21, C1CCOC1, O. The product is CC1(c2cccc(NS(C)(=O)=O)c2)C2CN(CCCc3ccc4c(c3)OCO4)CC21. As a reaction SMILES: [Al+3:33].[C:39](=[O:40])([O-:41])[OH:42].[CH3:49][CH2:50][O:51][C:52](=[O:53])[CH3:54].[H-:32].[H-:35].[H-:36].[H-:37].[Li+:34].[Na+:43].[O:1]1[CH2:2][O:3][c:4]2[c:5]1[cH:6][cH:7][c:8]([CH2:10][CH2:11][C:12](=[O:13])[N:14]1[CH2:15][CH:16]3[C:17]([CH3:20])([c:21]4[cH:22][c:23]([NH:27][S:28](=[O:29])(=[O:30])[CH3:31])[cH:24][cH:25][cH:26]4)[CH:18]3[CH2:19]1)[cH:9]2.[O:44]1[CH2:45][CH2:46][CH2:47][CH2:48]1.[OH2:38]>>[O:1]1[CH2:2][O:3][c:4]2[c:5]1[cH:6][cH:7][c:8]([CH2:10][CH2:11][CH2:12][N:14]1[CH2:15][CH:16]3[C:17]([CH3:20])([c:21]4[cH:22][c:23]([NH:27][S:28](=[O:29])(=[O:30])[CH3:31])[cH:24][cH:25][cH:26]4)[CH:18]3[CH2:19]1)[cH:9]2. The reactants are FC1=NC=C(C(=C1)I)C (2-fluoro-4-iodo-5-methylpyridine), [OH-].[NH4+] (ammonium hydroxide). Conditions: temperature 110 celsius. Yields the product IC1=CC(=NC=C1C)N (4-iodo-5-methylpyridin-2-amine). Reaction SMILES: F[C:2]1[CH:7]=[C:6]([I:8])[C:5]([CH3:9])=[CH:4][N:3]=1.[OH-].[NH4+:11]>>[I:8][C:6]1[C:5]([CH3:9])=[CH:4][N:3]=[C:2]([NH2:11])[CH:7]=1 |f:1.2|. Procedure details: In a 500 mL sealed tube 2-fluoro-4-iodo-5-methylpyridine (4.0 g, 16.81 mmol) in 12N ammonium hydroxide (300 mL) was heated to 110° C. for 72 hours. Upon cooling to room temperature a white solid separated. The solid was collected, washed with water and dried in vacuo to afford 4-iodo-5-methylpyridin-2-amine (I-28A) as an off-white solid which was carried on to the next step without purification. 1H-NMR (400 MHz, CDCl3) δ 7.82 (s, 1H), 7.04 (s, 1H), 4.27 (bs, 2H), 2.24 (s, 3H). MS m/z 235.0 (M+1)... The reactants are CC(OCC)=O (EA), C(C)(C)(C)C=1C=C(C=C(C1OC)O)C(C)=O (1-(3-tert-Butyl-5-hydroxy-4-methoxyphenyl)ethanone), BrCCCOC1OCCCC1 (2-(3-bromo-propoxy)tetrahydropyran), [H-].[Na+] (sodium hydride). Solvent: CN(C)C=O (DMF). Conditions: time 5 hour. The product is C(C)(C)(C)C=1C=C(C=C(C1OC)OCCCOC1OCCCC1)C(C)=O (1-{3-tert-Butyl-4-methoxy-5-[3-(tetrahydropyran-2-yloxy)propoxy]phenyl}ethanone). Yield: 112.3%. As a reaction SMILES: [C:1]([C:5]1[CH:6]=[C:7]([C:14](=[O:16])[CH3:15])[CH:8]=[C:9]([OH:13])[C:10]=1[O:11][CH3:12])([CH3:4])([CH3:3])[CH3:2].Br[CH2:18][CH2:19][CH2:20][O:21][CH:22]1[CH2:27][CH2:26][CH2:25][CH2:24][O:23]1.[H-].[Na+].CC(=O)OCC>CN(C=O)C>[C:1]([C:5]1[CH:6]=[C:7]([C:14](=[O:16])[CH3:15])[CH:8]=[C:9]([O:13][CH2:18][CH2:19][CH2:20][O:21][CH:22]2[CH2:27][CH2:26][CH2:25][CH2:24][O:23]2)[C:10]=1[O:11][CH3:12])([CH3:4])([CH3:2])[CH3:3] |f:2.3|. Procedure: 1-(3-tert-Butyl-5-hydroxy-4-methoxyphenyl)ethanone (O3.070; 6.9 g) and 2-(3-bromo-propoxy)tetrahydropyran (8.31 g) were dissolved in DMF (80 ml), and sodium hydride (894 mg) was added. After stirring at RT for 5 hours, the solvent was drawn off and the residue was taken up with EA. The EA phase was washed with water, dried and concentrated. 12.7 g of the title compound were obtained as a crude product in sufficient purity.